This data is from the Open Reaction Database (ORD), a public repository of structured organic reaction records. The task is: describe an organic reaction: reactants, conditions, products, and yield The reactants are CC=1C=C2C=CC=NC2=CC1 (6-methylquinoline), S(O)(O)(=O)=O (sulfuric acid), [N+](=O)(O)[O-] (nitric acid), [OH-].[Na+] (sodium hydroxide). Run at time 1 hour. Product: [N+](=O)([O-])C1=C2C=CC=NC2=CC=C1C (5-Nitro-6-methylquinoline). As a reaction SMILES: [CH3:1][C:2]1[CH:3]=[C:4]2[C:9](=[CH:10][CH:11]=1)[N:8]=[CH:7][CH:6]=[CH:5]2.S(=O)(=O)(O)O.[N+:17]([O-])([OH:19])=[O:18].[OH-].[Na+]>>[N+:17]([C:3]1[C:2]([CH3:1])=[CH:11][CH:10]=[C:9]2[C:4]=1[CH:5]=[CH:6][CH:7]=[N:8]2)([O-:19])=[O:18] |f:3.4|. Procedure: 2.45 mol of 6-methylquinoline were added to 1 l of concentrated sulfuric acid, and 2.94 mol of 65% strength nitric acid were added dropwise at from 0 to 10° C. The mixture was stirred for one hour, poured onto ice, adjusted to pH 2.5 using aqueous sodium hydroxide solution, filtered off with suction, washed with water and dried over magnesium sulfate.